Dataset: the Open Reaction Database (ORD), a public repository of structured organic reaction records. Task: describe an organic reaction: reactants, conditions, products, and yield Starting materials: O=C(Cl)c1ccccc1, C1CCOC1, NCC1CCCCC1. Product: O=C(NCC1CCCCC1)c1ccccc1. As a reaction SMILES: [C:9]([c:10]1[cH:11][cH:12][cH:13][cH:14][cH:15]1)(=[O:16])[Cl:17].[CH2:18]1[O:19][CH2:20][CH2:21][CH2:22]1.[CH:1]1([CH2:7][NH2:8])[CH2:2][CH2:3][CH2:4][CH2:5][CH2:6]1>>[CH:1]1([CH2:7][NH:8][C:9]([c:10]2[cH:11][cH:12][cH:13][cH:14][cH:15]2)=[O:16])[CH2:2][CH2:3][CH2:4][CH2:5][CH2:6]1. Starting materials: FC=1C=2C=C3N(C2C=CC1)COC1=C3N=C(C=C1)C=1C(=CC3=C(C(=C(O3)C3=CC=C(C=C3)F)C(=O)NC)C1)N(S(=O)(=O)C)C (5-(11-fluoro-6H-pyrido[2′,3′:5,6][1,3]oxazino[3,4-a]indol-2-yl)-2-(4-fluorophenyl)-N-methyl-6-(N-methylmethylsulfonamido)benzofuran-3-carboxamide), C(C=O)(=O)OCC (ethyl glyoxalate). Run at temperature 115 celsius. Product: FC=1C=2C(=C3N(C2C=CC1)COC1=C3N=C(C=C1)C=1C(=CC3=C(C(=C(O3)C3=CC=C(C=C3)F)C(NC)=O)C1)N(S(=O)(=O)C)C)C(C(=O)OCC)O (ethyl 2-(11-fluoro-2-(2-(4-fluorophenyl)-3-(methylcarbamoyl)-6-(N-methylmethylsulfonamido)benzofuran-5-yl)-6H-pyrido[2′,3′:5,6][1,3]oxazino[3,4-a]indol-12-yl)-2-hydroxyacetate). As a reaction SMILES: [F:1][C:2]1[C:3]2[CH:4]=[C:5]3[C:14]4[N:15]=[C:16]([C:19]5[C:20]([N:39]([CH3:44])[S:40]([CH3:43])(=[O:42])=[O:41])=[CH:21][C:22]6[O:26][C:25]([C:27]7[CH:32]=[CH:31][C:30]([F:33])=[CH:29][CH:28]=7)=[C:24]([C:34]([NH:36][CH3:37])=[O:35])[C:23]=6[CH:38]=5)[CH:17]=[CH:18][C:13]=4[O:12][CH2:11][N:6]3[C:7]=2[CH:8]=[CH:9][CH:10]=1.[C:45]([O:49][CH2:50][CH3:51])(=[O:48])[CH:46]=[O:47]>>[F:1][C:2]1[C:3]2[C:4]([CH:46]([OH:47])[C:45]([O:49][CH2:50][CH3:51])=[O:48])=[C:5]3[C:14]4[N:15]=[C:16]([C:19]5[C:20]([N:39]([CH3:44])[S:40]([CH3:43])(=[O:42])=[O:41])=[CH:21][C:22]6[O:26][C:25]([C:27]7[CH:28]=[CH:29][C:30]([F:33])=[CH:31][CH:32]=7)=[C:24]([C:34](=[O:35])[NH:36][CH3:37])[C:23]=6[CH:38]=5)[CH:17]=[CH:18][C:13]=4[O:12][CH2:11][N:6]3[C:7]=2[CH:8]=[CH:9][CH:10]=1. Procedure details: A mixture of 5-(11-fluoro-6H-pyrido[2′,3′:5,6][1,3]oxazino[3,4-a]indol-2-yl)-2-(4-fluorophenyl)-N-methyl-6-(N-methylmethylsulfonamido)benzofuran-3-carboxamide (500 mg, 0.814 mmol) and ethyl glyoxalate (323 μl, 1.627 mmol) was heated at 115° C. for 3 hours in a sealed tube. The reaction mixture was cooled to room temperature, concentrated under vacuum then applied onto 2-EP column (30 mm×250 mm) eluted with 30% IPA/CO2. This resulted in 108 mg (18.5%) of ethyl 2-(11-fluoro-2-(2-(4-fluorophenyl)-3...